Dataset: the Open Reaction Database (ORD), a public repository of structured organic reaction records. Task: describe an organic reaction: reactants, conditions, products, and yield Starting materials: CCCC[SnH](CCCC)CCCC, Cc1ccccc1, CCOc1ccc(C(Cl)c2cc(C3OC(COCc4ccccc4)C(OCc4ccccc4)C(OCc4ccccc4)C3OCc3ccccc3)ccc2Cl)nn1, CC(C)(C#N)N=NC(C)(C)C#N. Product: CCOc1ccc(Cc2cc(C3OC(COCc4ccccc4)C(OCc4ccccc4)C(OCc4ccccc4)C3OCc3ccccc3)ccc2Cl)nn1. Reaction SMILES: [CH2:70]([SnH:71]([CH2:72][CH2:73][CH2:74][CH3:75])[CH2:76][CH2:77][CH2:78][CH3:79])[CH2:80][CH2:81][CH3:82].[CH3:83][c:84]1[cH:85][cH:86][cH:87][cH:88][cH:89]1.[Cl:1][CH:2]([c:3]1[n:4][n:5][c:6]([O:9][CH2:10][CH3:11])[cH:7][cH:8]1)[c:12]1[c:13]([Cl:57])[cH:14][cH:15][c:16]([CH:18]2[O:19][CH:20]([CH2:48][O:49][CH2:50][c:51]3[cH:52][cH:53][cH:54][cH:55][cH:56]3)[CH:21]([O:40][CH2:41][c:42]3[cH:43][cH:44][cH:45][cH:46][cH:47]3)[CH:22]([O:32][CH2:33][c:34]3[cH:35][cH:36][cH:37][cH:38][cH:39]3)[CH:23]2[O:24][CH2:25][c:26]2[cH:27][cH:28][cH:29][cH:30][cH:31]2)[cH:17]1.[N:58]#[C:59][C:60]([N:61]=[N:62][C:63]([C:64]#[N:65])([CH3:66])[CH3:67])([CH3:68])[CH3:69]>>[CH2:2]([c:3]1[n:4][n:5][c:6]([O:9][CH2:10][CH3:11])[cH:7][cH:8]1)[c:12]1[c:13]([Cl:57])[cH:14][cH:15][c:16]([CH:18]2[O:19][CH:20]([CH2:48][O:49][CH2:50][c:51]3[cH:52][cH:53][cH:54][cH:55][cH:56]3)[CH:21]([O:40][CH2:41][c:42]3[cH:43][cH:44][cH:45][cH:46][cH:47]3)[CH:22]([O:32][CH2:33][c:34]3[cH:35][cH:36][cH:37][cH:38][cH:39]3)[CH:23]2[O:24][CH2:25][c:26]2[cH:27][cH:28][cH:29][cH:30][cH:31]2)[cH:17]1. The reactants are N1C=CN=CC2=C1C=CC=C2 ([1,4]benzodiazepin), ClC1=C(C=CC=C1)C(C1=C(C=CC(=C1)[N+](=O)[O-])N1C(=NN=C1CN1C(C=2C(C1=O)=CC=CC2)=O)CN(C)C)=O (2'-chloro-5-nitro2-[3-[(dimethylamino)methyl]-5-(phthalimidomethyl)-4H-1,2,4triazol-4-yl]benzophenone), O.NN (hydrazine hydrate). Run in C(C)O (ethanol). The product is N1N=CC=CC2=C1C=CC=C2 (benzodiazepin). RXN SMILES: [NH:1]1[C:7]2[CH:8]=[CH:9][CH:10]=[CH:11][C:6]=2[CH:5]=NC=C1.ClC1C=CC=CC=1C(=O)C1C=[C:24]([N+:26]([O-])=O)[CH:23]=CC=1N1C(CN2C(=O)C3=CC=CC=C3C2=O)=NN=C1CN(C)C.O.NN>C(O)C>[NH:1]1[C:7]2[CH:8]=[CH:9][CH:10]=[CH:11][C:6]=2[CH:5]=[CH:23][CH:24]=[N:26]1 |f:2.3|. Procedure: In the manner [1,4]benzodiazepin. in Example 27, 2'-chloro-5-nitro2-[3-[(dimethylamino)methyl]-5-(phthalimidomethyl)-4H-1,2,4triazol-4-yl]benzophenone is heated in ethanol with hydrazine hydrate to give 8-nitro-1-[(dimethylamino)methyl] -6-(o-chlorophenyl)-4H-s-triazolo[4,3-a]1,4]benzodiazepin. Starting materials: [Na+], [Na+], O=C([O-])[O-], O=P(Cl)(Cl)Cl, COc1cccc(C(C)(O)COCCc2ccccc2)c1, c1ccncc1. Yields the product COc1cccc(C(C)COCCc2ccccc2)c1. RXN SMILES: [Na+:27].[Na+:28].[O-:29][C:30](=[O:31])[O-:32].[P:22]([Cl:23])([Cl:24])([Cl:25])=[O:26].[c:1]1([CH2:7][CH2:8][O:9][CH2:10][C:11]([CH3:12])([OH:13])[c:14]2[cH:15][c:16]([O:20][CH3:21])[cH:17][cH:18][cH:19]2)[cH:2][cH:3][cH:4][cH:5][cH:6]1.[cH:33]1[cH:34][cH:35][n:36][cH:37][cH:38]1>>[c:1]1([CH2:7][CH2:8][O:9][CH2:10][CH:11]([CH3:12])[c:14]2[cH:15][c:16]([O:20][CH3:21])[cH:17][cH:18][cH:19]2)[cH:2][cH:3][cH:4][cH:5][cH:6]1. Reactants: O=C(Nc1cc(Nc2nccc(-c3cccnc3)n2)ccc1F)c1ccc(CCl)cc1, CN1CCN(N)CC1. Product: CN1CCN(NCc2ccc(C(=O)Nc3cc(Nc4nccc(-c5cccnc5)n4)ccc3F)cc2)CC1. RXN SMILES: [F:9][c:10]1[c:11]([NH:29][C:30]([c:31]2[cH:32][cH:33][c:34]([CH2:37][Cl:38])[cH:35][cH:36]2)=[O:39])[cH:12][c:13]([NH:16][c:17]2[n:18][cH:19][cH:20][c:21](-[c:23]3[cH:24][n:25][cH:26][cH:27][cH:28]3)[n:22]2)[cH:14][cH:15]1.[NH2:1][N:2]1[CH2:3][CH2:4][N:5]([CH3:8])[CH2:6][CH2:7]1>>[NH:1]([N:2]1[CH2:3][CH2:4][N:5]([CH3:8])[CH2:6][CH2:7]1)[CH2:37][c:34]1[cH:33][cH:32][c:31]([C:30]([NH:29][c:11]2[c:10]([F:9])[cH:15][cH:14][c:13]([NH:16][c:17]3[n:18][cH:19][cH:20][c:21](-[c:23]4[cH:24][n:25][cH:26][cH:27][cH:28]4)[n:22]3)[cH:12]2)=[O:39])[cH:36][cH:35]1. Reactants: COC(=O)c1ccc2c(c1)CC(C)(C)C(c1cccc(NC(C)=O)c1)N2, CO, [Na+], [OH-], O. The product is CC(=O)Nc1cccc(C2Nc3ccc(C(=O)O)cc3CC2(C)C)c1. RXN SMILES: [C:1]([CH3:2])(=[O:3])[NH:4][c:5]1[cH:6][c:7]([CH:11]2[NH:12][c:13]3[cH:14][cH:15][c:16]([C:23](=[O:24])[O:25][CH3:26])[cH:17][c:18]3[CH2:19][C:20]2([CH3:21])[CH3:22])[cH:8][cH:9][cH:10]1.[CH3:29][OH:30].[Na+:28].[OH-:27].[OH2:31]>>[C:1]([CH3:2])(=[O:3])[NH:4][c:5]1[cH:6][c:7]([CH:11]2[NH:12][c:13]3[cH:14][cH:15][c:16]([C:23](=[O:24])[OH:25])[cH:17][c:18]3[CH2:19][C:20]2([CH3:21])[CH3:22])[cH:8][cH:9][cH:10]1. As a reaction SMILES: [C:1]([C:5]1[N:6]=[C:7]([N:24]2[CH2:28][CH2:27][C:26]([F:30])([F:29])[CH2:25]2)[C:8]2[C:9](=[N:11][N:12]([CH2:14][C:15]([C:17]3[CH:22]=[CH:21][CH:20]=C[C:18]=3Cl)=[O:16])[N:13]=2)[N:10]=1)([CH3:4])([CH3:3])[CH3:2].C(C1[N:36]=C(N2CCC(F)(F)C2)C2N=NNC=2N=1)(C)(C)C.Br.BrCC(C1C=NC=CC=1)=O>>[C:1]([C:5]1[N:6]=[C:7]([N:24]2[CH2:28][CH2:27][C:26]([F:30])([F:29])[CH2:25]2)[C:8]2[C:9](=[N:11][N:12]([CH2:14][C:15]([C:17]3[CH:18]=[N:36][CH:20]=[CH:21][CH:22]=3)=[O:16])[N:13]=2)[N:10]=1)([CH3:3])([CH3:2])[CH3:4] |f:2.3|. The reactants are C(C)(C)(C)C=1N=C(C=2C(N1)=NN(N2)CC(=O)C2=C(C=CC=C2)Cl)N2CC(CC2)(F)F (2-[5-tert-Butyl-7-(3,3-difluoro-pyrrolidin-1-yl)-[1,2,3]triazolo[4,5-d]pyrimidin-2-yl]-1-(2-chloro-phenyl)-ethanone), C(C)(C)(C)C=1N=C(C2=C(N1)NN=N2)N2CC(CC2)(F)F (5-tert-butyl-7-(3,3-difluoropyrrolidin-1-yl)-3H-[1,2,3]triazolo[4,5-d]pyrimidine), Br.BrCC(=O)C=1C=NC=CC1 (2-bromo-1-(pyridin-3-yl)ethanone hydrobromide). The product is C(C)(C)(C)C=1N=C(C=2C(N1)=NN(N2)CC(=O)C=2C=NC=CC2)N2CC(CC2)(F)F (2-[5-tert-Butyl-7-(3,3-difluoro-pyrrolidin-1-yl)-[1,2,3]triazolo[4,5-d]pyrimidin-2-yl]-1-pyridin-3-yl-ethanone). Procedure: In analogy to the procedure described for the synthesis of 2-[5-tert-Butyl-7-(3,3-difluoro-pyrrolidin-1-yl)-[1,2,3]triazolo[4,5-d]pyrimidin-2-yl]-1-(2-chloro-phenyl)-ethanone (example 47), the title compound was prepared from 5-tert-butyl-7-(3,3-difluoropyrrolidin-1-yl)-3H-[1,2,3]triazolo[4,5-d]pyrimidine and 2-bromo-1-(pyridin-3-yl)ethanone hydrobromide and isolated as light yellow solid. MS (m/e): 402.3 (MH+). Starting materials: N#Cc1ccc2c(c1)ncn2-c1cccc(I)c1, CCCC[Sn](CCCC)(CCCC)c1nccs1, Cl[Pd]Cl, c1ccc(P(c2ccccc2)c2ccccc2)cc1, c1ccc(P(c2ccccc2)c2ccccc2)cc1. Yields the product N#Cc1ccc2c(c1)ncn2-c1cccc(-c2nccs2)c1. As a reaction SMILES: [C:1](#[N:2])[c:3]1[cH:4][c:5]2[c:6]([n:7](-[c:10]3[cH:11][c:12]([I:16])[cH:13][cH:14][cH:15]3)[cH:8][n:9]2)[cH:17][cH:18]1.[CH2:19]([Sn:20]([CH2:21][CH2:22][CH2:23][CH3:29])([c:24]1[s:25][cH:26][cH:27][n:28]1)[CH2:30][CH2:31][CH2:32][CH3:33])[CH2:34][CH2:35][CH3:36].[Pd:37]([Cl:38])[Cl:39].[c:40]1([P:41]([c:42]2[cH:43][cH:44][cH:45][cH:46][cH:47]2)[c:48]2[cH:49][cH:50][cH:51][cH:52][cH:53]2)[cH:54][cH:55][cH:56][cH:57][cH:58]1.[c:59]1([P:60]([c:61]2[cH:62][cH:63][cH:64][cH:65][cH:66]2)[c:67]2[cH:68][cH:69][cH:70][cH:71][cH:72]2)[cH:73][cH:74][cH:75][cH:76][cH:77]1>>[C:1](#[N:2])[c:3]1[cH:4][c:5]2[c:6]([n:7](-[c:10]3[cH:11][c:12](-[c:24]4[s:25][cH:26][cH:27][n:28]4)[cH:13][cH:14][cH:15]3)[cH:8][n:9]2)[cH:17][cH:18]1.